Dataset: the Open Reaction Database (ORD), a public repository of structured organic reaction records. Task: describe an organic reaction: reactants, conditions, products, and yield Reactants: C(C)(=O)OC(C)=O (acetic anhydride), NC1=CC=NN1C1=C(C=C(C=C1F)C(F)(F)F)Cl (5-amino-1-(2-chloro-6-fluoro-4-trifluoromethylphenyl)-pyrazole), ice water. Run in C(C)(=O)O (acetic acid). Run at time 9 hour. The product is C(C)(=O)NC1=CC=NN1C1=C(C=C(C=C1F)C(F)(F)F)Cl (5-acetamido-1-(2-chloro-6-fluoro-4-trifluoromethylphenyl)-pyrazole). The yield is 76.9%. RXN SMILES: C(O[C:5](=[O:7])[CH3:6])(=O)C.[NH2:8][C:9]1[N:13]([C:14]2[C:19]([F:20])=[CH:18][C:17]([C:21]([F:24])([F:23])[F:22])=[CH:16][C:15]=2[Cl:25])[N:12]=[CH:11][CH:10]=1>C(O)(=O)C>[C:5]([NH:8][C:9]1[N:13]([C:14]2[C:19]([F:20])=[CH:18][C:17]([C:21]([F:22])([F:24])[F:23])=[CH:16][C:15]=2[Cl:25])[N:12]=[CH:11][CH:10]=1)(=[O:7])[CH3:6]. Procedure: 3.7 ml (0.038 mol) of acetic anhydride are added to 100 g (0.036 mol) of 5-amino-1-(2-chloro-6-fluoro-4-trifluoromethylphenyl)-pyrazole in 60 ml of glacial acetic acid, and the mixture is stirred at room temperature for 9 hours. For working-up, the reaction mixture is added dropwise to 300 ml of ice-water, and the precipitate formed is filtered off, washed with water and dried in vacuo at 50° C. 8.9 g (77% of theory) of 5-acetamido-1-(2-chloro-6-fluoro-4-trifluoromethylphenyl)-pyrazole of meltin... Reactants: C1(=CC=CC=C1)[C@@]12[C@@H](CNCC1)C1=C(O2)C=CC=C1 (cis 1,2,3,4,4a,9b-hexahydro-4a-phenyl-benzofuro[3,2-c]pyridine), Cl (HCl), C(C=C)#N (acrylonitrile). The solvent is CCOCC (ether), CCOCC (ether). Conditions: time 0.5 hour. The product is Cl.C(#N)CCN1C[C@@H]2[C@](CC1)(OC1=C2C=CC=C1)C1=CC=CC=C1 (cis-2-(2-Cyanoethyl)-1,2,3,4,4a,9b-hexahydro-4a-phenyl-benzofuro[3,2-c]pyridine hydrochloride). Isolated yield 99.8%. Reaction SMILES: [C:1]1([C@@:7]23[O:15][C:14]4[CH:16]=[CH:17][CH:18]=[CH:19][C:13]=4[C@@H:8]2[CH2:9][NH:10][CH2:11][CH2:12]3)[CH:6]=[CH:5][CH:4]=[CH:3][CH:2]=1.[C:20](#[N:23])[CH:21]=[CH2:22].[ClH:24]>CCOCC>[ClH:24].[C:20]([CH2:21][CH2:22][N:10]1[CH2:11][CH2:12][C@:7]2([C:1]3[CH:2]=[CH:3][CH:4]=[CH:5][CH:6]=3)[O:15][C:14]3[CH:16]=[CH:17][CH:18]=[CH:19][C:13]=3[C@@H:8]2[CH2:9]1)#[N:23] |f:4.5|. Procedure: A 10 ml round bottom flask was charged with 0.503 g of cis 1,2,3,4,4a,9b-hexahydro-4a-phenyl-benzofuro[3,2-c]pyridine followed by 1 ml of acrylonitrile. The resulting mixture was stirred for 1/2 hour at room temperature under nitrogen and then heated at 60° for 1 hour. The reaction mixtue was diluted with 10 ml of ether and treated with 4 ml of ether saturated with HCl. After stirring for 15 minutes, the precipitated salt was filtered, washed with ether, and dried to give 0.68 g (99.8%) of cryst... Reactants: [Br-], C[Mg+], COc1ccc(-c2ccnc(Cl)c2)cc1, C1CCOC1. Yields the product COc1ccc(-c2ccnc(C)c2)cc1. As a reaction SMILES: [Br-:16].[CH3:17][Mg+:18].[Cl:1][c:2]1[n:3][cH:4][cH:5][c:6](-[c:8]2[cH:9][cH:10][c:11]([O:14][CH3:15])[cH:12][cH:13]2)[cH:7]1.[O:19]1[CH2:20][CH2:21][CH2:22][CH2:23]1>>[c:2]1([CH3:17])[n:3][cH:4][cH:5][c:6](-[c:8]2[cH:9][cH:10][c:11]([O:14][CH3:15])[cH:12][cH:13]2)[cH:7]1. The reactants are NC1=NC=CC=C1 (2-aminopyridine), C(C)O (ethanol), C(O)([O-])=O.[Na+] (sodium hydrogen carbonate), BrC(C(=O)C1=CC=C(C=C1)Br)C (2,4′-dibromopropiophenon), resultant suspension. The solvent is O (water). Yields the product BrC1=CC=C(C=C1)C=1N=C2N(C=CC=C2)C1C (2-(4-bromo-phenyl)-3-methyl-imidazo [1,2-a] pyridine). Isolated yield 37.1%. Reaction SMILES: Br[CH:2]([CH3:12])[C:3]([C:5]1[CH:10]=[CH:9][C:8]([Br:11])=[CH:7][CH:6]=1)=O.[NH2:13][C:14]1[CH:19]=[CH:18][CH:17]=[CH:16][N:15]=1.C(O)C.C(=O)([O-])O.[Na+]>O>[Br:11][C:8]1[CH:9]=[CH:10][C:5]([C:3]2[N:13]=[C:14]3[CH:19]=[CH:18][CH:17]=[CH:16][N:15]3[C:2]=2[CH3:12])=[CH:6][CH:7]=1 |f:3.4|. Procedure details: Dissolving 4.3 g (16 mmol) of 2,4′-dibromopropiophenon obtained and 1.4 g (15 mmol) of 2-aminopyridine into 50 milliliter of ethanol, adding 1.9 g of sodium hydrogen carbonate, the resultant suspension was refluxed under heating for 6 hours. After completion of the reaction, adding water and an extraction was carried out using dichloro-methane. Washing the organic layer with water, it was dried with the use of sodium sulfate. The solvent was removed by distillation and the resultant syrup was re... Reactants: CCOC(C)=O, CS(C)=O, Nc1ccc(Oc2cc(N)ncn2)cc1, O, CS(=O)(=O)c1cccc(NC(=O)Oc2ccccc2)c1. The product is CS(=O)(=O)c1cccc(NC(=O)Nc2ccc(Oc3cc(N)ncn3)cc2)c1. As a reaction SMILES: [CH3:36][CH2:37][O:38][C:39](=[O:40])[CH3:41].[CH3:43][S:44]([CH3:45])=[O:46].[NH2:1][c:2]1[cH:3][cH:4][c:5]([O:6][c:7]2[cH:8][c:9]([NH2:13])[n:10][cH:11][n:12]2)[cH:14][cH:15]1.[OH2:42].[c:16]1([O:22][C:23](=[O:17])[NH:24][c:25]2[cH:26][c:27]([S:31](=[O:32])(=[O:33])[CH3:34])[cH:28][cH:29][cH:30]2)[cH:18][cH:19][cH:20][cH:21][cH:35]1>>[NH:1]([c:2]1[cH:3][cH:4][c:5]([O:6][c:7]2[cH:8][c:9]([NH2:13])[n:10][cH:11][n:12]2)[cH:14][cH:15]1)[C:23](=[O:22])[NH:24][c:25]1[cH:26][c:27]([S:31](=[O:32])(=[O:33])[CH3:34])[cH:28][cH:29][cH:30]1. Reactants: NC1=CC=C(C#N)C=C1 (4-aminobenzonitrile), Cl (hydrochloric acid), ice, OC1=CC(OC(=C1)C)=O (4-hydroxy-6-methyl pyr-2-one), C([O-])([O-])=O.[Na+].[Na+] (sodium carbonate), N(=O)[O-].[Na+] (sodium nitrite). Solvent: O (water), O (water), O (water). Conditions: temperature 5 celsius, time 1 hour. The product is C(#N)C1=CC=C(C=C1)NN=C1C(OC(=CC1=O)C)=O (3-(p-cyanophenylhydrazono)-4-oxo-6-methyl pyr-2-one). The yield is 94.0%. RXN SMILES: [NH2:1][C:2]1[CH:9]=[CH:8][C:5]([C:6]#[N:7])=[CH:4][CH:3]=1.Cl.[N:11]([O-])=O.[Na+].[OH:15][C:16]1[CH:21]=[C:20]([CH3:22])[O:19][C:18](=[O:23])[CH:17]=1.C(=O)([O-])[O-].[Na+].[Na+]>O>[C:6]([C:5]1[CH:8]=[CH:9][C:2]([NH:1][N:11]=[C:17]2[C:16](=[O:15])[CH:21]=[C:20]([CH3:22])[O:19][C:18]2=[O:23])=[CH:3][CH:4]=1)#[N:7] |f:2.3,5.6.7|. Procedure: To a mixture of 5.9 g (0.05 mol) 4-aminobenzonitrile and 20 ml of 12 N hydrochloric acid in 25 ml of water, cooled to 5° C., there is added dropwise a solution of 3.8 g (0.055 mol) sodium nitrite in 10 ml of water. The solution formed is added to an ice cooled solution of 6.3 g (0.05 mol) 4-hydroxy-6-methyl pyr-2-one and 22 g (0.205 ml) of sodium carbonate in 125 ml of water. The suspension formed is stirred at 5° C. for 1 hr., at room temperature for 3 hrs. and is vacuum filtered. The filter ca... The reactants are C(C)(C)(C)OC(=O)N1CCN(CC1)C1=CC=C2C=C(N=CC2=C1)C(=O)OCC (ethyl 7-(4-(tert-butoxycarbonyl)piperazin-1-yl)isoquinoline-3-carboxylate), [OH-].[Na+] (NaOH). The solvent is CCO (EtOH), C1CCOC1 (THF). Run at temperature 60 celsius, time 5 hour. Yields the product C(C)(C)(C)OC(=O)N1CCN(CC1)C1=CC=C2C=C(N=CC2=C1)C(=O)O (7-(4-(tert-butoxycarbonyl)piperazin-1-yl)isoquinoline-3-carboxylic acid). Yield: 84.8%. As a reaction SMILES: [C:1]([O:5][C:6]([N:8]1[CH2:13][CH2:12][N:11]([C:14]2[CH:23]=[C:22]3[C:17]([CH:18]=[C:19]([C:24]([O:26]CC)=[O:25])[N:20]=[CH:21]3)=[CH:16][CH:15]=2)[CH2:10][CH2:9]1)=[O:7])([CH3:4])([CH3:3])[CH3:2].[OH-].[Na+]>CCO.C1COCC1>[C:1]([O:5][C:6]([N:8]1[CH2:9][CH2:10][N:11]([C:14]2[CH:23]=[C:22]3[C:17]([CH:18]=[C:19]([C:24]([OH:26])=[O:25])[N:20]=[CH:21]3)=[CH:16][CH:15]=2)[CH2:12][CH2:13]1)=[O:7])([CH3:4])([CH3:2])[CH3:3] |f:1.2|. Procedure: A mixture of ethyl 7-(4-(tert-butoxycarbonyl)piperazin-1-yl)isoquinoline-3-carboxylate (385 mg, 1 mmol) and NaOH (2M) (5 mL) in EtOH (15 mL) and THF (15 mL) was stirred at 60° C. for 5 h. The mixture was concentrated to a residue, to which was added aq.sat. citric acid (10 mL). The solution was extracted with EA (25 ml×2), separated, dried, filtered and concentrated to yield 7-(4-(tert-butoxycarbonyl)piperazin-1-yl)isoquinoline-3-carboxylic acid (303 mg, 85%) as a light yellow solid.